From a dataset of the Open Reaction Database (ORD), a public repository of structured organic reaction records. describe an organic reaction: reactants, conditions, products, and yield The reactants are C(#N)C=CC=1CS[C@H]2N(C1C(=O)OC(C)(C)C)C(C2NC(COC2=CC=CC=C2)=O)=O (tert-butyl 3-(2'-cyanovinyl)-7-phenoxyacetamido-3-cephem-4-carboxylate). Run in C(=O)O (formic acid). Product: C(#N)C=CC=1CS[C@H]2N(C1C(=O)O)C(C2NC(COC2=CC=CC=C2)=O)=O (3-(2-cyanovinyl)-7-phenoxyacetamido-3-cephem-4-carboxylic acid). RXN SMILES: [C:1]([CH:3]=[CH:4][C:5]1[CH2:6][S:7][C@@H:8]2[CH:19]([NH:20][C:21](=[O:30])[CH2:22][O:23][C:24]3[CH:29]=[CH:28][CH:27]=[CH:26][CH:25]=3)[C:18](=[O:31])[N:9]2[C:10]=1[C:11]([O:13]C(C)(C)C)=[O:12])#[N:2]>C(O)=O>[C:1]([CH:3]=[CH:4][C:5]1[CH2:6][S:7][C@@H:8]2[CH:19]([NH:20][C:21](=[O:30])[CH2:22][O:23][C:24]3[CH:25]=[CH:26][CH:27]=[CH:28][CH:29]=3)[C:18](=[O:31])[N:9]2[C:10]=1[C:11]([OH:13])=[O:12])#[N:2]. Reported procedure: Each of the cis-and trans-isomers of tert-butyl 3-(2'-cyanovinyl)-7-phenoxyacetamido-3-cephem-4-carboxylate from Example 17 was in turn treated with 98-100 percent formic acid for 1 hour at room temperature to cleave the tert-butyl ester groups therefrom. After evaporation under reduced pressure of the excess formic acid, the acid residue was separated as an oil. Each product [the cis-or trans-isomer of the titled compound] showed a large antibiotic activity zone at 1 microgram/milliliter on a b... Reactants: [OH-].[Na+] (sodium hydroxide), C(=C\CC)/C1COC(OC1)CCC(C(=O)OCC)C(=O)OCC (diethyl (E)-[2-(5-but-1-enyl-1,3-dioxan-2-yl)-ethyl]-malonate), [H-].[Al+3].[Li+].[H-].[H-].[H-] (lithium aluminium hydride). Run in O1CCCC1 (tetrahydrofuran), O1CCCC1 (tetrahydrofuran). Run at temperature 5 celsius, time 15 minute. The product is C(=C\CC)/C1COC(OC1)CCC(CO)CO ((E)-2-[2-(5-but-1-enyl-1,3-dioxan-2-yl)-ethyl]-1,3-propanediol). The yield is 97.9%. As a reaction SMILES: [CH:1](/[CH:5]1[CH2:10][O:9][CH:8]([CH2:11][CH2:12][CH:13]([C:19](OCC)=[O:20])[C:14](OCC)=[O:15])[O:7][CH2:6]1)=[CH:2]\[CH2:3][CH3:4].[H-].[Al+3].[Li+].[H-].[H-].[H-].[OH-].[Na+]>O1CCCC1>[CH:1](/[CH:5]1[CH2:6][O:7][CH:8]([CH2:11][CH2:12][CH:13]([CH2:14][OH:15])[CH2:19][OH:20])[O:9][CH2:10]1)=[CH:2]\[CH2:3][CH3:4] |f:1.2.3.4.5.6,7.8|. Procedure details: A solution of 16.75 g of diethyl (E)-[2-(5-but-1-enyl-1,3-dioxan-2-yl)-ethyl]-malonate in 25 ml of tetrahydrofuran was added dropwise at 5°-8° C. under a protective gas to a suspension of 3.87 g of lithium aluminium hydride in 100 ml of tetrahydrofuran. The reaction mixture was stirred at 5° C. for a further 15 minutes, then at room temperature for 2 hours and finally at the boiling temperature for 1.2 hours. After cooling 3N sodium hydroxide solution was cautiously added dropwise until a solid ... Reported procedure: A mixture of 25 g (91 mmol) of 2-(4-chlorophenyl)-6-fluoro-4-hydroxyquinoline and 50 ml of phosphorus oxychloride was stirred and heated under reflux for 2 hr. It was then cooled, poured onto ice and diluted with 500 ml of methylene chloride. This mixture was then made alkaline with 3N sodium hydroxide. The organic phase was separated, and the aqueous phase was extracted with 2×200 ml of methylene chloride. The organic extracts were combined, washed with water and with brine, dried over sodium s... Reaction SMILES: [Cl:1][C:2]1[CH:7]=[CH:6][C:5]([C:8]2[CH:17]=[C:16](O)[C:15]3[C:10](=[CH:11][CH:12]=[C:13]([F:19])[CH:14]=3)[N:9]=2)=[CH:4][CH:3]=1.P(Cl)(Cl)([Cl:22])=O.[OH-].[Na+]>C(Cl)Cl>[Cl:22][C:16]1[C:15]2[C:10](=[CH:11][CH:12]=[C:13]([F:19])[CH:14]=2)[N:9]=[C:8]([C:5]2[CH:6]=[CH:7][C:2]([Cl:1])=[CH:3][CH:4]=2)[CH:17]=1 |f:2.3|. Product: ClC1=CC(=NC2=CC=C(C=C12)F)C1=CC=C(C=C1)Cl (4-Chloro-2-(4-chlorophenyl)-6-fluoroquinoline). Solvent: C(Cl)Cl (methylene chloride). Starting materials: ClC1=CC=C(C=C1)C1=NC2=CC=C(C=C2C(=C1)O)F (2-(4-chlorophenyl)-6-fluoro-4-hydroxyquinoline), P(=O)(Cl)(Cl)Cl (phosphorus oxychloride), [OH-].[Na+] (sodium hydroxide). Reactants: CC(C)(C)OC(=O)Nc1nc(C(=NOC2CCCC2)C(=O)O)ns1, O=C(O)C(F)(F)F. The product is Nc1nc(C(=NOC2CCCC2)C(=O)O)ns1. Reaction SMILES: [C:1]([O:2][C:3](=[O:4])[NH:8][c:9]1[n:10][c:11]([C:14]([C:15](=[O:16])[OH:17])=[N:18][O:19][CH:20]2[CH2:21][CH2:22][CH2:23][CH2:24]2)[n:12][s:13]1)([CH3:5])([CH3:6])[CH3:7].[OH:25][C:26]([C:27]([F:28])([F:29])[F:30])=[O:31]>>[NH2:8][c:9]1[n:10][c:11]([C:14]([C:15](=[O:16])[OH:17])=[N:18][O:19][CH:20]2[CH2:21][CH2:22][CH2:23][CH2:24]2)[n:12][s:13]1. The reactants are N1(CCCC1)CCCOC=1C=C(NC=C2C(OC(OC2=O)(C)C)=O)C=CC1OC (5-((3-(3-pyrrolidin-1-ylpropoxy)-4-methoxyanilino)methylene)-2,2-dimethyl-1,3-dioxane-4,6-dione). Run in C1(=CC=CC=C1)OC1=CC=CC=C1 (phenyl ether), petroleum ether. The product is COC=1C=C2C(C=CNC2=CC1OCCCN1CCCC1)=O (6-methoxy-7-(3-pyrrolidin-1-ylpropoxy)-1,4-dihydroquinolin-4-one). Isolated yield 27.6%. RXN SMILES: [N:1]1([CH2:6][CH2:7][CH2:8][O:9][C:10]2[CH:11]=[C:12]([CH:25]=[CH:26][C:27]=2[O:28][CH3:29])[NH:13][CH:14]=[C:15]2[C:20](=[O:21])OC(C)(C)OC2=O)[CH2:5][CH2:4][CH2:3][CH2:2]1>C1(OC2C=CC=CC=2)C=CC=CC=1>[CH3:29][O:28][C:27]1[CH:26]=[C:25]2[C:12](=[CH:11][C:10]=1[O:9][CH2:8][CH2:7][CH2:6][N:1]1[CH2:2][CH2:3][CH2:4][CH2:5]1)[NH:13][CH:14]=[CH:15][C:20]2=[O:21]. Procedure details: After refluxing a solution of 5-((3-(3-pyrrolidin-1-ylpropoxy)-4-methoxyanilino)methylene)-2,2-dimethyl-1,3-dioxane-4,6-dione (4.9 g, 12 mmol) in phenyl ether (50 ml) for 1 minute, the mixture was poured into petroleum ether (500 ml). The solid was collected by filtration and purified by reverse phase chromatography on a Diaion (trade mark of Mitsubishi) HP20SS resin column eluting with water/methanol (100/0 increasing to 20/80). After removal of the solvent by evaporation, the purified product ... Reactants: CNC (dimethylamine), C(=O)CC(=O)OCC.[Na] (sodium ethyl formylacetate). Solvent: C1(=CC=CC=C1)C (toluene), ethanol. HCl. Reaction conditions: temperature 20 celsius, time 2 hour. Yields the product CN(C=CC(=O)OCC)C (Ethyl β-dimethylaminoacrylate). Yield: 91.6%. As a reaction SMILES: [CH3:1][NH:2][CH3:3].[CH:4]([CH2:6][C:7]([O:9][CH2:10][CH3:11])=[O:8])=O.[Na]>C1(C)C=CC=CC=1>[CH3:1][N:2]([CH3:3])[CH:4]=[CH:6][C:7]([O:9][CH2:10][CH3:11])=[O:8] |f:1.2,^1:11|. Reported procedure: 13.1 g (0.29 mol) of dimethylamine were introduced into a suspension of 40 g (0.29 mol) of sodium ethyl formylacetate in 50 ml of toluene and 50 ml of ethanol. HCl gas was then introduced until the point of neutrality was reached and the mixture was stirred at 20° C. for 2 h. After filtering off the precipitate with suction, the mixture was worked up in a customary manner. Ethyl β-dimethylaminoacrylate was obtained in a yield of 91.6%.